This data is from the Open Reaction Database (ORD), a public repository of structured organic reaction records. The task is: describe an organic reaction: reactants, conditions, products, and yield Starting materials: COC(=O)c1ccc2c(c1)[nH]c(=O)c1nc(SC)ncc12, Cc1ccccc1, CCN(C(C)C)C(C)C, O=P(Cl)(Cl)Cl. The product is COC(=O)c1ccc2c(c1)nc(Cl)c1nc(SC)ncc12. Reaction SMILES: [CH3:1][S:2][c:3]1[n:4][cH:5][c:6]2[c:7]([c:8](=[O:20])[nH:9][c:10]3[cH:11][c:12]([C:16](=[O:17])[O:18][CH3:19])[cH:13][cH:14][c:15]23)[n:21]1.[CH3:36][c:37]1[cH:38][cH:39][cH:40][cH:41][cH:42]1.[CH:27]([N:28]([CH2:29][CH3:30])[CH:31]([CH3:32])[CH3:33])([CH3:34])[CH3:35].[P:22]([Cl:23])([Cl:24])([Cl:25])=[O:26]>>[CH3:1][S:2][c:3]1[n:4][cH:5][c:6]2[c:7]([c:8]([Cl:24])[n:9][c:10]3[cH:11][c:12]([C:16](=[O:17])[O:18][CH3:19])[cH:13][cH:14][c:15]23)[n:21]1. The reactants are FC(S(=O)(=O)OC=1C(=C2C=CC(=NC2=CC1Cl)C)C1=CC=C(C=C1)Cl)(F)F (7-chloro-5-(4-chlorophenyl)-2-methylquinolin-6-yl trifluoromethanesulfonate), ClC1=CC=C(C=C1)C1=C2C=CC=NC2=CC(=C1O)C (5-(4-chlorophenyl)-7-methylquinolin-6-ol). Product: FC(S(=O)(=O)OC=1C(=C2C=CC=NC2=CC1C)C1=CC=C(C=C1)Cl)(F)F (5-(4-chlorophenyl)-7-methylquinolin-6-yl trifluoromethanesulfonate). As a reaction SMILES: [F:1][C:2]([F:27])([F:26])[S:3]([O:6][C:7]1[C:8]([C:19]2[CH:24]=[CH:23][C:22]([Cl:25])=[CH:21][CH:20]=2)=[C:9]2[C:14](=[CH:15][C:16]=1Cl)[N:13]=[C:12](C)[CH:11]=[CH:10]2)(=[O:5])=[O:4].Cl[C:29]1C=CC(C2C(O)=C(C)C=C3C=2C=CC=N3)=CC=1>>[F:27][C:2]([F:1])([F:26])[S:3]([O:6][C:7]1[C:8]([C:19]2[CH:20]=[CH:21][C:22]([Cl:25])=[CH:23][CH:24]=2)=[C:9]2[C:14](=[CH:15][C:16]=1[CH3:29])[N:13]=[CH:12][CH:11]=[CH:10]2)(=[O:4])=[O:5]. Procedure: Compound 3F was prepared following the procedure used to prepare compound 1F of Example 1, except that 5-(4-chloro-phenyl)-7-methylquinolin-6-ol (3E) was used instead of compound 1E. LCMS-ESI+ (m/z): 402.0, 404.0 (M+H)+. The reactants are NC1=NC=CC(=C1)Br (2-amino-4-bromopyridine), C(O)([O-])=O.[Na+] (sodium hydrogen carbonate), BrC(C(C)=O)C (3-bromobutan-2-one), C([O-])([O-])=O.[K+].[K+] (potassium carbonate). Solvent: C(C)O (ethanol), O (water). The product is BrC1=CC=2N(C=C1)C(=C(N2)C)C (7-Bromo-2,3-dimethylimidazo[1,2-a]pyridine). Yield: 40.5%. RXN SMILES: Br[CH:2]([CH3:6])[C:3](=O)[CH3:4].[NH2:7][C:8]1[CH:13]=[C:12]([Br:14])[CH:11]=[CH:10][N:9]=1.C(=O)([O-])O.[Na+].C(=O)([O-])[O-].[K+].[K+]>C(O)C.O>[Br:14][C:12]1[CH:11]=[CH:10][N:9]2[C:2]([CH3:6])=[C:3]([CH3:4])[N:7]=[C:8]2[CH:13]=1 |f:2.3,4.5.6|. Reported procedure: 3 mL (19.86 mmol) of 3-bromobutan-2-one are added to a mixture, stirred at 20° C., of 1.5 g (8.67 mmol) of 2-amino-4-bromopyridine and 1.45 g (17.34 mmol) of sodium hydrogen carbonate in 50 mL of ethanol. The mixture is stirred at reflux for 12 hours and then concentrated under reduced pressure. The mixture obtained is taken up in 20 mL of water. The pH of the solution is basified by successive addition of potassium carbonate. A precipitate is collected by filtration, and is washed with water an... The reactants are CNCC=C(F)C(F)(F)C(F)(F)C(F)(F)F, CN1CCCC1=O, CC12CC(F)C3c4ccc(O)cc4CC(CCCCCI)C3C1CCC2=O. Yields the product CN(CC=C(F)C(F)(F)C(F)(F)C(F)(F)F)CCCCCC1Cc2cc(O)ccc2C2C(F)CC3(C)C(=O)CCC3C12. As a reaction SMILES: [CH3:28][NH:29][CH2:30][CH:31]=[C:32]([C:33]([C:34]([C:35]([F:36])([F:37])[F:38])([F:39])[F:40])([F:41])[F:42])[F:43].[CH3:44][N:45]1[CH2:46][CH2:47][CH2:48][C:49]1=[O:50].[F:1][CH:2]1[CH:3]2[c:4]3[cH:5][cH:6][c:7]([OH:27])[cH:8][c:9]3[CH2:10][CH:11]([CH2:21][CH2:22][CH2:23][CH2:24][CH2:25][I:26])[CH:12]2[CH:13]2[CH2:14][CH2:15][C:16](=[O:20])[C:17]2([CH3:18])[CH2:19]1>>[F:1][CH:2]1[CH:3]2[c:4]3[cH:5][cH:6][c:7]([OH:27])[cH:8][c:9]3[CH2:10][CH:11]([CH2:21][CH2:22][CH2:23][CH2:24][CH2:25][N:29]([CH3:28])[CH2:30][CH:31]=[C:32]([C:33]([C:34]([C:35]([F:36])([F:37])[F:38])([F:39])[F:40])([F:41])[F:42])[F:43])[CH:12]2[CH:13]2[CH2:14][CH2:15][C:16](=[O:20])[C:17]2([CH3:18])[CH2:19]1. The reactants are C(C=C)(=O)OCCCCCCCCCCCCCCCCCCCCCC (behenyl acrylate), C(C=C)(=O)OC (methyl acrylate), C(CCCCCCCCCCC)S (dodecanethiol). Solvent: C1(=CC=CC=C1)C (toluene), N(=NC(C#N)(C)C)C(C#N)(C)C (azobisisobutyronitrile). RXN SMILES: [C:1]([O:5][CH2:6][CH2:7][CH2:8][CH2:9][CH2:10][CH2:11][CH2:12][CH2:13][CH2:14][CH2:15][CH2:16][CH2:17][CH2:18][CH2:19][CH2:20][CH2:21][CH2:22][CH2:23][CH2:24][CH2:25][CH2:26][CH3:27])(=[O:4])[CH:2]=[CH2:3].C(OC)(=O)C=C.C(S)CCCCCCCCCCC>C1(C)C=CC=CC=1.N(C(C)(C)C#N)=NC(C)(C)C#N>[C:1]([O:5][CH3:6])(=[O:4])[CH:2]=[CH2:3].[C:1]([O:5][CH2:6][CH2:7][CH2:8][CH2:9][CH2:10][CH2:11][CH2:12][CH2:13][CH2:14][CH2:15][CH2:16][CH2:17][CH2:18][CH2:19][CH2:20][CH2:21][CH2:22][CH2:23][CH2:24][CH2:25][CH2:26][CH3:27])(=[O:4])[CH:2]=[CH2:3] |f:5.6|. Procedure: 34.7 parts by weight of behenyl acrylate, 3.87 parts by weight of methyl acrylate (30 mol % of the total quantity of monomers) and 0.72 parts by weight of dodecanethiol are dissolved in 80 parts by weight of toluene, 0.75 parts by weight of the radical initiator azobisisobutyronitrile (AIBN) is added, and the resulting mixture is reacted for 16 hours at 70° C. under an atmosphere of nitrogen. Subsequently, the product is precipitated in 1 liter of methanol, and is then dried, thereby yielding a ... The product is C(C=C)(=O)OC.C(C=C)(=O)OCCCCCCCCCCCCCCCCCCCCCC (methyl acrylate behenyl acrylate). Run in CCCCCCC.C(C)(=O)OCC (heptane ethyl acetate), C1CCOC1 (THF), O (H2O), C1CCOC1 (THF). Procedure: Compound 2 (4.01 g, 13.1 mmol) was dissolved in THF (30 mL) and the solution was cooled to 0° C. BH3·THF (26.3 mL, 26.3 mmol, 1.0 M) was added drop-wise and the mixture was allowed to stir at room temperature for 3 h. The mixture was cooled to 0° C. and 10% H2O in THF (8 mL), 5.6 g NaOH (dissolved in 30 mL H2O), and 46 g H2O2 (35%) were sequentially added. The mixture was stirred overnight at room temperature. The mixture was acidified with aqueous HCl and extracted with diethyl ether (3×50 mL).... Reactants: [OH-].[Na+] (NaOH), OO (H2O2), Cl (HCl), C(C1=CC=CC=C1)OC1=CC=C(C=C1)C(=C)C1=C(C=CC=C1)F (1-(1-(4-(Benzyloxy)phenyl)vinyl)-2-fluorobenzene), B.C1CCOC1 (BH3·THF). Yields the product C(C1=CC=CC=C1)OC1=CC=C(C=C1)C(CO)C1=C(C=CC=C1)F (2-(4-(Benzyloxy)phenyl)-2-(2-fluorophenyl)ethanol). Reaction SMILES: [CH2:1]([O:8][C:9]1[CH:14]=[CH:13][C:12]([C:15]([C:17]2[CH:22]=[CH:21][CH:20]=[CH:19][C:18]=2[F:23])=[CH2:16])=[CH:11][CH:10]=1)[C:2]1[CH:7]=[CH:6][CH:5]=[CH:4][CH:3]=1.B.C1C[O:28]CC1.[OH-].[Na+].OO.Cl>C1COCC1.CCCCCCC.C(OCC)(=O)C.O>[CH2:1]([O:8][C:9]1[CH:14]=[CH:13][C:12]([CH:15]([C:17]2[CH:22]=[CH:21][CH:20]=[CH:19][C:18]=2[F:23])[CH2:16][OH:28])=[CH:11][CH:10]=1)[C:2]1[CH:3]=[CH:4][CH:5]=[CH:6][CH:7]=1 |f:1.2,3.4,8.9|. Conditions: temperature 0 celsius, time 3 hour. Starting materials: Cl.Cl.CC1=CC=C(C=C1)C1=CC=C(C=C1)C1(C(CCCC1)CCN1CCN(CC1)C)O (1-(4′-methyl-1,1′-biphenyl-4-yl)-2-(4-methylpiperazin-1-yl)ethylcyclohexanol dihydrochloride), C1(CCCCC1)O (cyclohexanol), C1(=CC=C(C=C1)B(O)O)C (4-tolylboronic acid), CC1=CC=C(C=C1)C1=CC=C(C=C1)C(CN1CCN(CC1)C)C1(CCCCC1)O (1-[1-(4′-methyl-1,1′-biphenyl-4-yl)-2-(4-methylpiperazin-1-yl)ethyl]cyclohexanol), solution, Cl (hydrogen chloride). Run in C(C)OCC (diethyl ether), O1CCOCC1 (dioxane). Conditions: time 16 hour. Product: Cl.Cl.CC1=CC=C(C=C1)C1=CC=C(C=C1)C(CN1CCN(CC1)C)C1(CCCCC1)O (1-[1-(4′-methyl-1,1′-biphenyl-4-yl)-2-(4-methylpiperazin-1-yl)ethyl]cyclohexanol dihydrochloride). Reaction SMILES: [ClH:1].Cl.CC1C=CC(C2C=CC(C3(O)CCCCC3CCN3CCN(C)CC3)=CC=2)=CC=1.C1(O)CCCCC1.C1(C)C=CC(B(O)O)=CC=1.[CH3:49][C:50]1[CH:55]=[CH:54][C:53]([C:56]2[CH:61]=[CH:60][C:59]([CH:62]([C:71]3([OH:77])[CH2:76][CH2:75][CH2:74][CH2:73][CH2:72]3)[CH2:63][N:64]3[CH2:69][CH2:68][N:67]([CH3:70])[CH2:66][CH2:65]3)=[CH:58][CH:57]=2)=[CH:52][CH:51]=1.Cl>C(OCC)C.O1CCOCC1>[ClH:1].[ClH:1].[CH3:49][C:50]1[CH:55]=[CH:54][C:53]([C:56]2[CH:57]=[CH:58][C:59]([CH:62]([C:71]3([OH:77])[CH2:76][CH2:75][CH2:74][CH2:73][CH2:72]3)[CH2:63][N:64]3[CH2:69][CH2:68][N:67]([CH3:70])[CH2:66][CH2:65]3)=[CH:60][CH:61]=2)=[CH:52][CH:51]=1 |f:0.1.2,9.10.11|. Reported procedure: In an analogous manner to Example 135, step 3, 1-[1-(4′-methyl-1,1′-biphenyl-4-yl)-2-(4-methylpiperazin-1-yl)ethylcyclohexanol dihydrochloride was prepared from 1-(4-bromophenyl)-2-(4-methylpiperazin-1-yl)ethyl]cyclohexanol (see Example 180, step 3) using 4-tolylboronic acid. Salt formation: A solution of 1-[1-(4′-methyl-1,1′-biphenyl-4-yl)-2-(4-methylpiperazin-1-yl)ethyl]cyclohexanol, in diethyl ether (2 mL) was treated with a 4 N solution of hydrogen chloride in dioxane (1 mL) and stored in th... The reactants are CC1(OC(/C(/O1)=C/C(=O)O)=O)C ((Z)-2-(2,2-dimethyl-5-oxo-1,3-dioxolan-4-ylidene)acetic acid), C(C(=O)Cl)(=O)Cl (oxalyl chloride). Reagents/catalysts: CN(C)C=O (DMF). Solvent: C(Cl)Cl (CH2Cl2). Run at time 2 hour. The product is CC1(OC(/C(/O1)=C/C(=O)Cl)=O)C ((Z)-2-(2,2-dimethyl-5-oxo-1,3-dioxolan-4-ylidene)acetyl chloride). RXN SMILES: [CH3:1][C:2]1([CH3:12])[O:6]/[C:5](=[CH:7]\[C:8](O)=[O:9])/[C:4](=[O:11])[O:3]1.C(Cl)(=O)C([Cl:16])=O>C(Cl)Cl.CN(C=O)C>[CH3:1][C:2]1([CH3:12])[O:6]/[C:5](=[CH:7]\[C:8]([Cl:16])=[O:9])/[C:4](=[O:11])[O:3]1. Procedure: To a solution of (Z)-2-(2,2-dimethyl-5-oxo-1,3-dioxolan-4-ylidene)acetic acid (0.27 g, 1.6 mmol) in CH2Cl2 (3.9 mL) was added oxalyl chloride (0.13 mL, 1.6 mmol). A few drops of DMF were added, and the reaction mixture was stirred at rt for 2 h to produce a 0.4 M stock solution of (Z)-2-(2,2-dimethyl-5-oxo-1,3-dioxolan-4-ylidene)acetyl chloride (Solution A). An aliquot of Solution A (0.25 mL, 0.1 mmol) was added to each 16×100 mm Wheaton tubes that had been charged separately with CH2Cl2 (0.25 m... Reactants: CNCc1ccccc1, CC(C)OC(C)C, Nc1ncc(Cl)cc1C=CC(=O)O. Yields the product CN(Cc1ccccc1)C(=O)C=Cc1cc(Cl)cnc1N. RXN SMILES: [CH3:14][NH:15][CH2:16][c:17]1[cH:18][cH:19][cH:20][cH:21][cH:22]1.[CH:23]([O:24][CH:25]([CH3:26])[CH3:27])([CH3:28])[CH3:29].[NH2:1][c:2]1[n:3][cH:4][c:5]([Cl:13])[cH:6][c:7]1[CH:8]=[CH:9][C:10](=[O:11])[OH:12]>>[NH2:1][c:2]1[n:3][cH:4][c:5]([Cl:13])[cH:6][c:7]1[CH:8]=[CH:9][C:10](=[O:12])[N:15]([CH3:14])[CH2:16][c:17]1[cH:18][cH:19][cH:20][cH:21][cH:22]1. The reactants are CN, O=C1Cc2cc(S(=O)(=O)Cl)ccc2N1, C1CCOC1. The product is CNS(=O)(=O)c1ccc2c(c1)CC(=O)N2. As a reaction SMILES: [CH3:15][NH2:16].[Cl:1][S:2](=[O:3])(=[O:4])[c:5]1[cH:6][c:7]2[c:11]([cH:12][cH:13]1)[NH:10][C:9](=[O:14])[CH2:8]2.[O:17]1[CH2:18][CH2:19][CH2:20][CH2:21]1>>[S:2](=[O:3])(=[O:4])([c:5]1[cH:6][c:7]2[c:11]([cH:12][cH:13]1)[NH:10][C:9](=[O:14])[CH2:8]2)[NH:16][CH3:15].